describe an organic reaction: reactants, conditions, products, and yield From a dataset of the Open Reaction Database (ORD), a public repository of structured organic reaction records. RXN SMILES: [CH2:1]([O:3][C:4]([C:6]1[C:14]2[C:9](=[CH:10][CH:11]=[C:12]([OH:15])[CH:13]=2)[N:8]([C:16]2[CH:21]=[CH:20][C:19]([O:22][CH:23]([CH3:25])[CH3:24])=[CH:18][CH:17]=2)[C:7]=1[CH2:26][C:27]([O:29][CH2:30][CH3:31])=[O:28])=[O:5])[CH3:2].[F:32][C:33]([F:45])([F:44])[O:34][C:35]1[CH:36]=[C:37](B(O)O)[CH:38]=[CH:39][CH:40]=1>>[CH2:1]([O:3][C:4]([C:6]1[C:14]2[C:9](=[CH:10][CH:11]=[C:12]([O:15][C:37]3[CH:38]=[CH:39][CH:40]=[C:35]([O:34][C:33]([F:32])([F:44])[F:45])[CH:36]=3)[CH:13]=2)[N:8]([C:16]2[CH:21]=[CH:20][C:19]([O:22][CH:23]([CH3:24])[CH3:25])=[CH:18][CH:17]=2)[C:7]=1[CH2:26][C:27]([O:29][CH2:30][CH3:31])=[O:28])=[O:5])[CH3:2]. The reactants are C(C)OC(=O)C1=C(N(C2=CC=C(C=C12)O)C1=CC=C(C=C1)OC(C)C)CC(=O)OCC (1-(4-isopropoxyphenyl)-2-ethoxycarbonylmethyl-5-hydroxyindole-3-carboxylic acid ethyl ester), FC(OC=1C=C(C=CC1)B(O)O)(F)F (3-trifluoromethoxyphenylboronic acid). Yields the product C(C)OC(=O)C1=C(N(C2=CC=C(C=C12)OC1=CC(=CC=C1)OC(F)(F)F)C1=CC=C(C=C1)OC(C)C)CC(=O)OCC (2-Ethoxycarbonylmethyl-1-(4-isopropoxyphenyl)-5-(3-trifluoromethoxyphen-oxy)indole-3-carboxylic acid ethyl ester). Procedure: The sub-title compound was prepared in accordance with step (a) Example 24 from 1-(4-isopropoxyphenyl)-2-ethoxycarbonylmethyl-5-hydroxyindole-3-carboxylic acid ethyl ester (212 mg, 0.50 mmol, see (b) Example 12) and 3-trifluoromethoxyphenylboronic acid. Yield 142 mg (48%). Starting materials: ClC1=NC=CC(=N1)Cl (2,4-dichloropyrimidine), CN1CCNCC1 (1-methylpiperazine), C(C)N(C(C)C)C(C)C (ethyldiisopropylamine). The solvent is C(C)O (ethanol). Run at temperature -10 celsius, time 2 hour. Product: ClC1=NC=CC(=N1)N1CCN(CC1)C (2-Chloro-4-(4-methylpiperazin1-yl)pyrimidine). As a reaction SMILES: [Cl:1][C:2]1[N:7]=[C:6](Cl)[CH:5]=[CH:4][N:3]=1.[CH3:9][N:10]1[CH2:15][CH2:14][NH:13][CH2:12][CH2:11]1.C(N(C(C)C)C(C)C)C>C(O)C>[Cl:1][C:2]1[N:7]=[C:6]([N:13]2[CH2:14][CH2:15][N:10]([CH3:9])[CH2:11][CH2:12]2)[CH:5]=[CH:4][N:3]=1. Procedure: A mixture of 2,4-dichloropyrimidine (0.967 g, 6.49 mmol), 1-methylpiperazine (0.65 g, 6.40 mmol), and ethyldiisopropylamine (2.8 mL, 16.22 mmol) in ethanol (13 mL) was stirred at −10° C. for 2 h and then at r.t. overnight. The mixture was partitioned between H2O/brine (3:1; 100 mL) and chloroform (3×70 mL). The combined organic phases were washed once with brine (50 mL) an dried over MgSO4. Removal of solvent yielded a pale-beige solid, which was washed with ethyl acetate/ultrasound to give the ... Starting materials: C1CCNCC1, Cc1cccc2c1CC(=O)N2, CCO, Cc1c(C=O)[nH]c2c1C(=O)N(CC(O)CN1CCOCC1)CCC2. The product is Cc1cccc2c1C(=Cc1[nH]c3c(c1C)C(=O)N(CC(O)CN1CCOCC1)CCC3)C(=O)N2. Reaction SMILES: [CH2:36]1[CH2:37][CH2:38][NH:39][CH2:40][CH2:41]1.[CH3:25][c:26]1[c:27]2[c:31]([cH:32][cH:33][cH:34]1)[NH:30][C:29](=[O:35])[CH2:28]2.[CH3:42][CH2:43][OH:44].[OH:1][CH:2]([CH2:3][N:4]1[C:5](=[O:17])[c:6]2[c:7]([nH:11][c:12]([CH:15]=[O:16])[c:13]2[CH3:14])[CH2:8][CH2:9][CH2:10]1)[CH2:18][N:19]1[CH2:20][CH2:21][O:22][CH2:23][CH2:24]1>>[OH:1][CH:2]([CH2:3][N:4]1[C:5](=[O:17])[c:6]2[c:7]([nH:11][c:12]([CH:15]=[C:28]3[c:27]4[c:26]([CH3:25])[cH:34][cH:33][cH:32][c:31]4[NH:30][C:29]3=[O:35])[c:13]2[CH3:14])[CH2:8][CH2:9][CH2:10]1)[CH2:18][N:19]1[CH2:20][CH2:21][O:22][CH2:23][CH2:24]1. The reactants are CCCCN, CC(=O)CC(C)=O, CCOC(C)=O, COC(OC)OC, Cl, COc1cc(O)ccc1C=O. Yields the product COc1cc(O)ccc1C=CC(=O)CC(C)=O. As a reaction SMILES: [CH2:26]([NH2:27])[CH2:28][CH2:29][CH3:30].[CH3:1][C:2]([CH2:3][C:4]([CH3:5])=[O:6])=[O:7].[CH3:32][CH2:33][O:34][C:35](=[O:36])[CH3:37].[CH:19]([O:20][CH3:21])([O:22][CH3:23])[O:24][CH3:25].[ClH:31].[OH:8][c:9]1[cH:10][c:11]([O:17][CH3:18])[c:12]([CH:13]=[O:14])[cH:15][cH:16]1>>[CH:1]([C:2]([CH2:3][C:4]([CH3:5])=[O:6])=[O:7])=[CH:13][c:12]1[c:11]([O:17][CH3:18])[cH:10][c:9]([OH:8])[cH:16][cH:15]1.